Dataset: the Open Reaction Database (ORD), a public repository of structured organic reaction records. Task: describe an organic reaction: reactants, conditions, products, and yield The reactants are C1(CCCCC1)OCCC(CO)O (4-cyclohexyloxy-2-hydroxybutyl alcohol), COC(C1=CC=CC=C1)OC (benzaldehyde dimethyl acetal), O.C1(=CC=C(C=C1)S(=O)(=O)O)C (p-toluenesulfonic acid monohydrate), C(O)([O-])=O.[Na+] (sodium hydrogencarbonate). The solvent is C(Cl)Cl (methylene chloride). Reaction conditions: time 2.5 hour. Yields the product C1(=CC=CC=C1)C1OCC(O1)CCC1CCCCC1 (2-Phenyl-4-(2-cyclohexylethyl)-1,3-dioxolane). Isolated yield 965.2%. RXN SMILES: O.[C:2]1([CH3:12])[CH:7]=[CH:6][C:5](S(O)(=O)=O)=[CH:4][CH:3]=1.C1(OC[CH2:21][CH:22]([OH:25])[CH2:23][OH:24])CCCCC1.CO[CH:28](OC)[C:29]1[CH:34]=[CH:33][CH:32]=[CH:31][CH:30]=1.C(=O)([O-])O.[Na+]>C(Cl)Cl>[C:2]1([CH:12]2[O:25][CH:22]([CH2:21][CH2:28][CH:29]3[CH2:30][CH2:31][CH2:32][CH2:33][CH2:34]3)[CH2:23][O:24]2)[CH:7]=[CH:6][CH:5]=[CH:4][CH:3]=1 |f:0.1,4.5|. Reported procedure: 43 mg (0.23 mmol) of p-toluenesulfonic acid monohydrate were added, whilst ice-cooling, to a solution of 473 mg (2.51 mmol) of 4-cyclohexyloxy-2-hydroxybutyl alcohol [prepared as described in step above] and 1.14 ml (7.56 mmol) of benzaldehyde dimethyl acetal in 10 ml of methylene chloride, and the resulting mixture was stirred for 2.5 hours at room temperature. In order to stop the reaction, a saturated aqueous solution of sodium hydrogencarbonate was added to the reaction mixture, which was th... RXN SMILES: [CH3:1][O:2][c:3]1[c:4]([CH3:5])[c:6]2[c:11]([c:12]([OH:13])[c:14]1[CH2:15][CH:16]=[C:17]([CH3:18])[CH2:19][CH2:20][C:21]([OH:22])=[O:23])[C:9](=[O:10])[O:8][CH2:7]2.[CH3:24][N:25]([CH3:26])[CH:27]=[O:28].[Cl:33][CH2:34][Cl:35].[S:29]([Cl:30])([Cl:31])=[O:32]>>[CH3:1][O:2][c:3]1[c:4]([CH3:5])[c:6]2[c:11]([c:12]([OH:13])[c:14]1[CH2:15][CH:16]=[C:17]([CH3:18])[CH2:19][CH2:20][C:21](=[O:23])[Cl:31])[C:9](=[O:10])[O:8][CH2:7]2. Product: COc1c(C)c2c(c(O)c1CC=C(C)CCC(=O)Cl)C(=O)OC2. Reactants: COc1c(C)c2c(c(O)c1CC=C(C)CCC(=O)O)C(=O)OC2, CN(C)C=O, ClCCl, O=S(Cl)Cl. Starting materials: CC(C)CN, ClCCl, O=C(Cl)c1ccc(F)c(Cl)c1. The product is CC(C)CNC(=O)c1ccc(F)c(Cl)c1. Reaction SMILES: [CH2:1]([CH:2]([CH3:3])[CH3:4])[NH2:5].[Cl:17][CH2:18][Cl:19].[Cl:6][c:7]1[cH:8][c:9]([C:10](=[O:11])[Cl:12])[cH:13][cH:14][c:15]1[F:16]>>[CH2:1]([CH:2]([CH3:3])[CH3:4])[NH:5][C:10]([c:9]1[cH:8][c:7]([Cl:6])[c:15]([F:16])[cH:14][cH:13]1)=[O:11].